From a dataset of the Open Reaction Database (ORD), a public repository of structured organic reaction records. describe an organic reaction: reactants, conditions, products, and yield Reactants: ClC1=CC=NC2=C(C=CC=C12)F (4-chloro-8-fluoroquinoline), S1C(=CC=C1)CCN (2-(2-thienyl)ethyl amine), [OH-].[NH4+] (ammonium hydroxide). Reaction SMILES: Cl[C:2]1[C:11]2[C:6](=[C:7]([F:12])[CH:8]=[CH:9][CH:10]=2)[N:5]=[CH:4][CH:3]=1.[S:13]1[CH:17]=[CH:16][CH:15]=[C:14]1[CH2:18][CH2:19][NH2:20].[OH-].[NH4+]>O>[F:12][C:7]1[CH:8]=[CH:9][CH:10]=[C:11]2[C:6]=1[N:5]=[CH:4][CH:3]=[C:2]2[NH:20][CH2:19][CH2:18][C:14]1[S:13][CH:17]=[CH:16][CH:15]=1 |f:2.3|. The solvent is O (water). Reported procedure: A mixture of 2.0 g of 4-chloro-8-fluoroquinoline and 2.8 g of 2-(2-thienyl)ethyl amine was heated under nitrogen to 160°-165° C. for two hours, then cooled and combined with 200 mL of a 50:50 mixture of ammonium hydroxide and water. The product was extracted into CH2Cl2, which was then concentrated to dryness. The residue was recrystallized from pentane/CH2Cl2 to give 1.0 g of the title product. Yield 34.5%. M.P. 157°-158° C. The product is FC=1C=CC=C2C(=CC=NC12)NCCC=1SC=CC1 (8-Fluoro-N- [2-(2-thienyl)ethyl]-4-quinolinamine). Isolated yield 33.3%. Reactants: Nc1cc([N+](=O)[O-])ccc1Br, C1CCOC1, COC(=O)Cl, c1ccncc1. The product is COC(=O)Nc1cc([N+](=O)[O-])ccc1Br. Reaction SMILES: [Br:1][c:2]1[c:3]([NH2:4])[cH:5][c:6]([N+:9](=[O:10])[O-:11])[cH:7][cH:8]1.[CH2:23]1[O:24][CH2:25][CH2:26][CH2:27]1.[Cl:18][C:19](=[O:20])[O:21][CH3:22].[cH:12]1[cH:13][cH:14][n:15][cH:16][cH:17]1>>[Br:1][c:2]1[c:3]([NH:4][C:19](=[O:20])[O:21][CH3:22])[cH:5][c:6]([N+:9](=[O:10])[O-:11])[cH:7][cH:8]1. Starting materials: O=C([O-])[O-], C1COCCN1, CCCc1cc(Br)ccc1OCc1ccccc1, Cc1ccccc1, [Cs+], [Cs+], CC(=O)[O-], CC(=O)[O-], [Pd+2], c1ccc(P(c2ccccc2)c2ccc3ccccc3c2-c2c(P(c3ccccc3)c3ccccc3)ccc3ccccc23)cc1. The product is CCCc1cc(C2CNCCO2)ccc1OCc1ccccc1. Reaction SMILES: [C:71](=[O:72])([O-:73])[O-:74].[CH2:19]1[CH2:20][O:21][CH2:22][CH2:23][NH:24]1.[CH2:1]([CH2:2][CH3:3])[c:4]1[cH:5][c:6]([Br:18])[cH:7][cH:8][c:9]1[O:10][CH2:11][c:12]1[cH:13][cH:14][cH:15][cH:16][cH:17]1.[CH3:77][c:78]1[cH:79][cH:80][cH:81][cH:82][cH:83]1.[Cs+:75].[Cs+:76].[O-:85][C:86]([CH3:87])=[O:88].[O-:89][C:90]([CH3:91])=[O:92].[Pd+2:84].[cH:25]1[cH:26][cH:27][c:28]([P:29]([c:30]2[cH:31][cH:32][c:33]3[c:34]([cH:35][cH:36][cH:37][cH:38]3)[c:39]2-[c:40]2[c:41]3[c:42]([cH:43][cH:44][cH:45][cH:46]3)[cH:47][cH:48][c:49]2[P:50]([c:51]2[cH:52][cH:53][cH:54][cH:55][cH:56]2)[c:57]2[cH:58][cH:59][cH:60][cH:61][cH:62]2)[c:63]2[cH:64][cH:65][cH:66][cH:67][cH:68]2)[cH:69][cH:70]1>>[CH2:1]([CH2:2][CH3:3])[c:4]1[cH:5][c:6]([CH:20]2[CH2:19][NH:24][CH2:23][CH2:22][O:21]2)[cH:7][cH:8][c:9]1[O:10][CH2:11][c:12]1[cH:13][cH:14][cH:15][cH:16][cH:17]1. The reactants are C(CCC)S(=O)(=O)NC=1C=C(C=CC1)C(CCNC(OC(C)(C)C)=O)O (tert-butyl 3-(3-(butylsulfonamido)phenyl)-3-hydroxypropylcarbamate), C=1C=C[NH+]=CC1.[O-][Cr](=O)(=O)Cl (PCC). Yields the product C(CCC)S(=O)(=O)NC=1C=C(C=CC1)C(CCNC(OC(C)(C)C)=O)=O (tert-butyl 3-(3-(butylsulfonamido)phenyl)-3-oxopropylcarbamate). Reaction SMILES: [CH2:1]([S:5]([NH:8][C:9]1[CH:10]=[C:11]([CH:15]([OH:26])[CH2:16][CH2:17][NH:18][C:19](=[O:25])[O:20][C:21]([CH3:24])([CH3:23])[CH3:22])[CH:12]=[CH:13][CH:14]=1)(=[O:7])=[O:6])[CH2:2][CH2:3][CH3:4].C1C=C[NH+]=CC=1.[O-][Cr](Cl)(=O)=O>>[CH2:1]([S:5]([NH:8][C:9]1[CH:10]=[C:11]([C:15](=[O:26])[CH2:16][CH2:17][NH:18][C:19](=[O:25])[O:20][C:21]([CH3:24])([CH3:23])[CH3:22])[CH:12]=[CH:13][CH:14]=1)(=[O:7])=[O:6])[CH2:2][CH2:3][CH3:4] |f:1.2|. Reported procedure: Oxidation of tert-butyl 3-(3-(butylsulfonamido)phenyl)-3-hydroxypropylcarbamate by PCC following the method used in Example 18 gave tert-butyl 3-(3-(butylsulfonamido)phenyl)-3-oxopropylcarbamate as white solid: Yield (0.18 g, 41%); 1H NMR (400 MHz, CD3OD) δ 8.01-8.04 (m, 1H), 7.82-7.84 (m, 1H), 7.55 (t, J=8.0 Hz, 1H), 7.49-7.52 (m, 1H), 5.86-5.64 (m, 1H), 3.71-3.75 (m, 2H), 3.43 (q, J=6.0 Hz, 2H), 3.21 (t, J=6.8 Hz, 2H), 1.82-1.90 (m, 2H), 1.48-1.58 (m, 2H), 1.41-1.44 (m, 18H), 0.99 (t, J=7.2 Hz... Product: IC=1C=CC2=C(C1)C1(C(CN(CC1)C(=O)OC(C)(C)C)O2)C (Tert-butyl 6-iodo-4a-methyl-3,4,4a,9a-tetrahydro[1]benzofuro[2,3-c]pyridine-2(1H)-carboxylate). RXN SMILES: [I:1]C1C=CC2C3(C)CCN(C(OC(C)(C)C)=O)CC3OC=2C=1.O[C:24]1[CH:25]=[CH:26][C:27]2[O:43][CH:31]3[CH2:32][N:33]([C:36]([O:38][C:39]([CH3:42])([CH3:41])[CH3:40])=[O:37])[CH2:34][CH2:35][C:30]3([CH3:44])[C:28]=2[CH:29]=1>>[I:1][C:24]1[CH:25]=[CH:26][C:27]2[O:43][CH:31]3[CH2:32][N:33]([C:36]([O:38][C:39]([CH3:42])([CH3:41])[CH3:40])=[O:37])[CH2:34][CH2:35][C:30]3([CH3:44])[C:28]=2[CH:29]=1. Starting materials: IC1=CC2=C(C=C1)C1(C(CN(CC1)C(=O)OC(C)(C)C)O2)C (tert-butyl 7-iodo-4a-methyl-3,4,4a,9a tetrahydro[1]benzofuro[2,3-c]pyridine-2(1H)-carboxylate), OC=1C=CC2=C(C1)C1(C(CN(CC1)C(=O)OC(C)(C)C)O2)C (tert-butyl 6-hydroxy-4a-methyl-3,4,4a,9a-tetrahydro[1]benzofuro[2,3-c]pyridine-2(1H)-carboxylate), M-tBu. Reported procedure: Synthesized as described for tert-butyl 7-iodo-4a-methyl-3,4,4a,9a tetrahydro[1]benzofuro[2,3-c]pyridine-2(1H)-carboxylate starting from tert-butyl 6-hydroxy-4a-methyl-3,4,4a,9a-tetrahydro[1]benzofuro[2,3-c]pyridine-2(1H)-carboxylate. MS m/z 360 [M-tBu+H]+ Starting materials: CN1C(=CC=C1)C=O (N-Methylpyrrole-2-carboxaldehyde), S1C=C(C=C1)C=O (3-thiophenecarboxaldehyde). Yields the product O=C1NC=CC2=C1C=CS2 (4-Oxo-4,5-dihydrothieno[3,2-c]pyridine). As a reaction SMILES: C[N:2]1[CH:6]=[CH:5][CH:4]=[C:3]1[CH:7]=[O:8].[S:9]1C=C[C:11](C=O)=[CH:10]1>>[O:8]=[C:7]1[C:3]2[CH:11]=[CH:10][S:9][C:4]=2[CH:5]=[CH:6][NH:2]1. Procedure details: The synthesis of this compound was accomplished with the same sequence of reactions as used to prepare IIIc, except that the starting material (X) is 3-thiophenecarboxaldehyde. The multiple step preparation of the positional isomer IIIc' was complicated, however, in that the Curtius-type rearrangement reaction (Example 4) gave the desired VI intermediate compound in low yield as the major product of this reaction was a sym-triazine by-product which resulted from trimerization of the isocyanate i... Procedure details: To a stirred solution of 2-trifluoromethoxybenzoic acid (1.0 g, 5.2 mmol) in THF (25 mL) at 0° C. was added borane-THF complex (15 mL of a 1.0 M solution in THF, 15 mmol). The solution was warmed to ambient temperature and stirred for 14 h. The solvent was removed under reduced pressure and the residue was partitioned between EtOAc (75 mL) and saturated aqueous NaHCO3 (75 mL). The organic phase was dried (MgSO4), filtered and the solvent was removed under reduced pressure to give 2-trifluorometh... The product is FC(OC1=C(CO)C=CC=C1)(F)F (2-trifluoromethoxybenzyl alcohol), EtOAc-hexanes. RXN SMILES: [F:1][C:2]([F:14])([F:13])[O:3][C:4]1[CH:12]=[CH:11][CH:10]=[CH:9][C:5]=1[C:6](O)=[O:7]>C1COCC1>[F:1][C:2]([F:13])([F:14])[O:3][C:4]1[CH:12]=[CH:11][CH:10]=[CH:9][C:5]=1[CH2:6][OH:7]. Run in C1CCOC1 (THF), C1CCOC1 (THF). The reactants are FC(OC1=C(C(=O)O)C=CC=C1)(F)F (2-trifluoromethoxybenzoic acid), solution. Conditions: time 14 hour. Starting materials: C(#N)C1=C(C=C(C=C1)N(CC(=O)O)CCC)C(F)(F)F (N-[4-cyano-3-(trifluoromethyl)phenyl]-N-propylglycine), C1(=CC=CC=C1)[C@H](C)N ((1S)-1-phenylethanamine). The product is C(#N)C1=C(C=C(C=C1)N(CC(=O)N[C@@H](C)C1=CC=CC=C1)CCC)C(F)(F)F (N2-[4-Cyano-3-(trifluoromethyl)phenyl]-N1-[(1S)-1-phenylethyl]-N2-propylglycinamide). As a reaction SMILES: [C:1]([C:3]1[CH:8]=[CH:7][C:6]([N:9]([CH2:14][CH2:15][CH3:16])[CH2:10][C:11]([OH:13])=O)=[CH:5][C:4]=1[C:17]([F:20])([F:19])[F:18])#[N:2].[C:21]1([C@@H:27]([NH2:29])[CH3:28])[CH:26]=[CH:25][CH:24]=[CH:23][CH:22]=1>>[C:1]([C:3]1[CH:8]=[CH:7][C:6]([N:9]([CH2:14][CH2:15][CH3:16])[CH2:10][C:11]([NH:29][C@H:27]([C:21]2[CH:26]=[CH:25][CH:24]=[CH:23][CH:22]=2)[CH3:28])=[O:13])=[CH:5][C:4]=1[C:17]([F:20])([F:19])[F:18])#[N:2]. Procedure details: Synthesized as described for Example 91C using N-[4-cyano-3-(trifluoromethyl)phenyl]-N-propylglycine and (1S)-1-phenylethanamine: MS (APCI) m/z 390 (M+1). Starting materials: C(CCC)C=1N=C(NC1C)CC(=O)C1=C(C=C(C=C1)F)F (2-(4-Butyl-5-methyl-1H-imidazol-2-yl)-1-(2,4-difluorophenyl)ethanone), C(C#C)(=O)O (propiolic acid), N1(C=NC=C1)C(=O)N1C=NC=C1 (1-(1H-imidazol-1yl-carbonyl)-1H-imidazole). The product is C(CCC)C=1NC=2N(C(C=CC2C(C2=C(C=C(C=C2)F)F)=O)=O)C1C (2-Butyl-8-(2,4-difluorobenzoyl)-3-methylimidazo[1,2-a]pyridin-5(1H)-one). As a reaction SMILES: [CH2:1]([C:5]1[N:6]=[C:7]([CH2:11][C:12]([C:14]2[CH:19]=[CH:18][C:17]([F:20])=[CH:16][C:15]=2[F:21])=[O:13])[NH:8][C:9]=1[CH3:10])[CH2:2][CH2:3][CH3:4].[C:22](O)(=[O:25])[C:23]#[CH:24].N1(C(N2C=CN=C2)=O)C=CN=C1>>[CH2:1]([C:5]1[NH:6][C:7]2[N:8]([C:9]=1[CH3:10])[C:22](=[O:25])[CH:23]=[CH:24][C:11]=2[C:12](=[O:13])[C:14]1[CH:19]=[CH:18][C:17]([F:20])=[CH:16][C:15]=1[F:21])[CH2:2][CH2:3][CH3:4]. Reported procedure: The compounds are prepared as described in example 10 with 200 mg (0.68 mmol) of 2-(4-Butyl-5-methyl-1H-imidazol-2-yl)-1-(2,4-difluorophenyl)ethanone (example XXI), 72 mg (1.03 mmol) of propiolic acid and 200 mg (1.23 mmol) of 1-(1H-imidazol-1yl-carbonyl)-1H-imidazole. The following compounds are obtained: Solvent: C1(=CC=CC=C1)C (toluene). Reaction SMILES: [CH2:1]([CH:3]1[CH:7](O)[CH:6]=[CH:5][C:4]1=[O:9])[CH3:2].[CH2:10]([NH2:13])[CH:11]=[CH2:12]>C1(C)C=CC=CC=1>[CH2:1]([C:3]1[C:4](=[O:9])[CH2:5][CH:6]([NH:13][CH2:10][CH:11]=[CH2:12])[CH:7]=1)[CH3:2]. Reaction conditions: time 1 hour. Product: C(C)C=1C(CC(C1)NCC=C)=O (2-ethyl-4-allylamino-2-cyclopentenone). The reactants are C(C)C1C(C=CC1O)=O (2-Ethyl-3-hydroxy-4-cyclopentenone), C(C=C)N (allylamine). Reported procedure: 2-Ethyl-3-hydroxy-4-cyclopentenone (12.6 g) was dropwise added to a mixture of allylamine (25 g) and toluene (25 g) in the same flask as used in Example 1 at a temperature of 10° to 20° C. for 1 hour. The reaction mixture was kept at a temperature of 20° to 30° C. for 3 hours. After completion of the reaction, the mixture was treated and purified in the same manner as in Example 1 to obtain 2-ethyl-4-allylamino-2-cyclopentenone (15.7 g). Yield, 95%. nD20 1.4924. Isolated yield 95.1%.